Dataset: the Open Reaction Database (ORD), a public repository of structured organic reaction records. Task: describe an organic reaction: reactants, conditions, products, and yield The reactants are CN(C=1C=NC(=CN1)[N+](=O)[O-])C (dimethyl-(6-nitro-pyrazin-3-yl)-amine), [H][H] (hydrogen). The reagents and catalysts are [Pd] (palladium on activated carbon). Run in C(C)O (ethanol). Product: CN(C=1N=CC(=NC1)N)C (N5,N5-dimethyl-pyrazine-2,5-diamine). The yield is 74.8%. RXN SMILES: [CH3:1][N:2]([CH3:12])[C:3]1[CH:4]=[N:5][C:6]([N+:9]([O-])=O)=[CH:7][N:8]=1.[H][H]>C(O)C.[Pd]>[CH3:1][N:2]([CH3:12])[C:3]1[N:8]=[CH:7][C:6]([NH2:9])=[N:5][CH:4]=1. Procedure details: A solution of dimethyl-(6-nitro-pyrazin-3-yl)-amine (1.27 g, 7.55 mmol) in ethanol (90 mL) was treated with 10% palladium on activated carbon (0.40 g). The reaction mixture was stirred under a positive pressure of hydrogen gas (balloon) at 25° C. and atmospheric pressure overnight. The catalyst was then filtered off through a pad of celite, and the celite pad was washed well with ethanol. The filtrate was concentrated in vacuo, and the resulting black-orange solid was triturated with petroleum e...